Dataset: the Open Reaction Database (ORD), a public repository of structured organic reaction records. Task: describe an organic reaction: reactants, conditions, products, and yield Starting materials: CC(=O)OCC1OC(OC(C)=O)C(N)C(OC(C)=O)C1OC(C)=O, CCc1c(I)cc(I)c(-c2ccc(C(=O)Cl)c([N+](=O)[O-])c2)c1I, Cc1ccc(-c2c(N)cc(N)cc2N)cc1. Product: CCc1c(I)cc(I)c(-c2ccc(C(=O)C3(OC(C)=O)OC(COC(C)=O)C(OC(C)=O)C(OC(C)=O)C3N)c([N+](=O)[O-])c2)c1I. Reaction SMILES: [C:17]([CH3:18])(=[O:19])[O:20][CH:21]1[CH:22]([NH2:23])[CH:24]([O:25][C:26]([CH3:27])=[O:28])[CH:29]([O:30][C:31]([CH3:32])=[O:33])[CH:34]([CH2:36][O:37][C:38]([CH3:39])=[O:40])[O:35]1.[I:41][c:42]1[c:43](-[c:52]2[cH:53][c:54]([N+:61](=[O:62])[O-:63])[c:55]([C:58](=[O:59])[Cl:60])[cH:56][cH:57]2)[c:44]([I:51])[cH:45][c:46]([I:50])[c:47]1[CH2:48][CH3:49].[NH2:1][c:2]1[cH:3][c:4]([NH2:5])[cH:6][c:7]([NH2:8])[c:9]1-[c:10]1[cH:11][cH:12][c:13]([CH3:14])[cH:15][cH:16]1>>[C:17]([CH3:18])(=[O:19])[O:20][C:21]1([C:58]([c:55]2[c:54]([N+:61](=[O:62])[O-:63])[cH:53][c:52](-[c:43]3[c:42]([I:41])[c:47]([CH2:48][CH3:49])[c:46]([I:50])[cH:45][c:44]3[I:51])[cH:57][cH:56]2)=[O:59])[CH:22]([NH2:23])[CH:24]([O:25][C:26]([CH3:27])=[O:28])[CH:29]([O:30][C:31]([CH3:32])=[O:33])[CH:34]([CH2:36][O:37][C:38]([CH3:39])=[O:40])[O:35]1. Starting materials: COC=1C=C(C=C(C1)OC)N1CC(N(CC1)CC1=CC=CC=C1)C(=O)N (4-(3,5-dimethoxyphenyl)-1-(phenylmethyl)-2-piperazinecarboxamide), [H-].[Al+3].[Li+].[H-].[H-].[H-] (lithium aluminum hydride). The product is COC=1C=C(C=C(C1)OC)N1CC(N(CC1)CC1=CC=CC=C1)CN (4-(3,5-Dimethoxyphenyl)-1-(phenylmethyl)-2-piperazinemethanamine). Reaction SMILES: [CH3:1][O:2][C:3]1[CH:4]=[C:5]([N:11]2[CH2:16][CH2:15][N:14]([CH2:17][C:18]3[CH:23]=[CH:22][CH:21]=[CH:20][CH:19]=3)[CH:13]([C:24]([NH2:26])=O)[CH2:12]2)[CH:6]=[C:7]([O:9][CH3:10])[CH:8]=1.[H-].[Al+3].[Li+].[H-].[H-].[H-]>>[CH3:10][O:9][C:7]1[CH:6]=[C:5]([N:11]2[CH2:16][CH2:15][N:14]([CH2:17][C:18]3[CH:23]=[CH:22][CH:21]=[CH:20][CH:19]=3)[CH:13]([CH2:24][NH2:26])[CH2:12]2)[CH:4]=[C:3]([O:2][CH3:1])[CH:8]=1 |f:1.2.3.4.5.6|. Procedure: In a manner similar to Preparation 2, react 4-(3,5-dimethoxyphenyl)-1-(phenylmethyl)-2-piperazinecarboxamide with lithium aluminum hydride to obtain the title compound.